Dataset: the Open Reaction Database (ORD), a public repository of structured organic reaction records. Task: describe an organic reaction: reactants, conditions, products, and yield Reactants: ClC1=CC=C(C=C1)SC(C(=O)C)C1=CC=CC=C1 (1-[(4-Chlorophenyl)thio]-1-phenylacetone), polyphosphoric acid, O=P12OP3(=O)OP(=O)(O1)OP(=O)(O2)O3 (phosphoric anhydride). Conditions: temperature 180 celsius, time 3 hour. Product: ClC=1C=CC2=C(C(=C(S2)C2=CC=CC=C2)C)C1 (5-Chloro-3-methyl-2-phenyl-1-benzothiophene). RXN SMILES: [Cl:1][C:2]1[CH:7]=[CH:6][C:5]([S:8][CH:9]([C:13]2[CH:18]=[CH:17][CH:16]=[CH:15][CH:14]=2)[C:10]([CH3:12])=O)=[CH:4][CH:3]=1.O=P12OP3(OP(OP(O3)(O1)=O)(=O)O2)=O>>[Cl:1][C:2]1[CH:7]=[CH:6][C:5]2[S:8][C:9]([C:13]3[CH:18]=[CH:17][CH:16]=[CH:15][CH:14]=3)=[C:10]([CH3:12])[C:4]=2[CH:3]=1. Procedure: In a 100 ml round-bottomed flask, 1 eq. of the compound obtained in Step A, 10 eq. of polyphosphoric acid and 1 eq. of phosphoric anhydride are mixed together. The mixture is stirred for 3 hours at 180° C. and is then hydrolysed. Extraction with ether is carried out, and the organic phase is washed with water, dried over MgSO4 and evaporated under reduced pressure. The residue obtained is purified by chromatography on a silica gel column. The reactants are ClC1=NC(=C2N=CN(C2=N1)C1CCCC1)Cl (2,6-dichloro-9-cyclopentylpurine), ClC1=C(CN)C=CC=C1 (2-chlorobenzylamine). Solvent: C(C)N(CC)CC (triethylamine). Yields the product ClC1=NC(=C2N=CN(C2=N1)C1CCCC1)NCC1=C(C=CC=C1)Cl (2-Chloro-6-[(2-chlorobenzyl)amino]-9-cyclopentylpurine). As a reaction SMILES: [Cl:1][C:2]1[N:10]=[C:9]2[C:5]([N:6]=[CH:7][N:8]2[CH:11]2[CH2:15][CH2:14][CH2:13][CH2:12]2)=[C:4](Cl)[N:3]=1.[Cl:17][C:18]1[CH:25]=[CH:24][CH:23]=[CH:22][C:19]=1[CH2:20][NH2:21]>C(N(CC)CC)C>[Cl:1][C:2]1[N:10]=[C:9]2[C:5]([N:6]=[CH:7][N:8]2[CH:11]2[CH2:15][CH2:14][CH2:13][CH2:12]2)=[C:4]([NH:21][CH2:20][C:19]2[CH:22]=[CH:23][CH:24]=[CH:25][C:18]=2[Cl:17])[N:3]=1. Procedure: 2-Chloro-6-[(2-chlorobenzyl)amino]-9-cyclopentylpurine is prepared from 2,6-dichloro-9-cyclopentylpurine, 2-chlorobenzylamine, and triethylamine essentially as described above in Example 1, Scheme A, step b. Reactants: N([C@H](CC1=CC=C(C=C1)OC)C(=O)N[C@@H]([C@@H](C)CC)C(=O)N1C(C(=O)OCC2=CC=CC=C2)CCCC1)C(=O)OC(C)(C)C (Boc-D-Tyr(Me)-L-Ile-DL-Pip-OBzl). The reagents and catalysts are [Pd] (Pd-C). The solvent is CO (methanol). Run at time 8 hour. Product: N([C@H](CC1=CC=C(C=C1)OC)C(=O)N[C@@H]([C@@H](C)CC)C(=O)N1C(C(=O)O)CCCC1)C(=O)OC(C)(C)C (Boc-D-Tyr(Me)-L-Ile-DL-Pip-OH). Reaction SMILES: [NH:1]([C:38]([O:40][C:41]([CH3:44])([CH3:43])[CH3:42])=[O:39])[C@@H:2]([C:12]([NH:14][C@H:15]([C:20]([N:22]1[CH2:37][CH2:36][CH2:35][CH2:34][CH:23]1[C:24]([O:26]CC1C=CC=CC=1)=[O:25])=[O:21])[C@H:16]([CH2:18][CH3:19])[CH3:17])=[O:13])[CH2:3][C:4]1[CH:9]=[CH:8][C:7]([O:10][CH3:11])=[CH:6][CH:5]=1>CO.[Pd]>[NH:1]([C:38]([O:40][C:41]([CH3:43])([CH3:42])[CH3:44])=[O:39])[C@@H:2]([C:12]([NH:14][C@H:15]([C:20]([N:22]1[CH2:37][CH2:36][CH2:35][CH2:34][CH:23]1[C:24]([OH:26])=[O:25])=[O:21])[C@H:16]([CH2:18][CH3:19])[CH3:17])=[O:13])[CH2:3][C:4]1[CH:9]=[CH:8][C:7]([O:10][CH3:11])=[CH:6][CH:5]=1. Reported procedure: Boc-D-Tyr(Me)-L-Ile-DL-Pip-OBzl (3.46 g, 7.37 mmol) was dissolved in methanol (30 ml) and subjected to catalytic hydrogenation in the presence of the 5% Pd-C (230 mg). After 8 hours, the catalyst Pd-C was filtered and the reaction solution was evaporated to obtain Boc-D-Tyr(Me)-L-Ile-DL-Pip-OH. Reactants: [Sn](Cl)(Cl)(Cl)Cl (tin tetrachloride), C(C)(=O)O[C@H]1[C@H](OC(C)=O)[C@@H](OC(C)=O)[C@H](OC(C)=O)[C@H](O1)COC(C)=O (1,2,3,4,6-penta-O-acetyl-β-D-glucopyranose), C(C)OC1=C(C=C(C=C1)C)OCC (1,2-diethoxy-4-methylbenzene), C([O-])(O)=O.[Na+] (sodium bicarbonate). The reagents and catalysts are FC(C(=O)[O-])(F)F.[Ag+] (silver trifluoroacetate). The solvent is ClCCCl (1,2-dichloroethane), ClCCl (dichloromethane). Run at time 1 hour. Yields the product C(C)(=O)O[C@H]1[C@@H](O[C@@H]([C@H]([C@@H]1OC(C)=O)OC(C)=O)COC(C)=O)C1=C(C(=CC(=C1)C)OCC)OCC ((1S)-2,3,4,6-tetra-O-acetyl-1,5-anhydro-1-(2,3-diethoxy-5-methylphenyl)-D-glucitol). The yield is 35.9%. RXN SMILES: [Sn](Cl)(Cl)(Cl)Cl.C(O[C@@H:10]1[O:27][C@H:26]([CH2:28][O:29][C:30](=[O:32])[CH3:31])[C@@H:21]([O:22][C:23](=[O:25])[CH3:24])[C@H:16]([O:17][C:18](=[O:20])[CH3:19])[C@H:11]1[O:12][C:13](=[O:15])[CH3:14])(=O)C.[CH2:33]([O:35][C:36]1[CH:41]=[CH:40][C:39]([CH3:42])=[CH:38][C:37]=1[O:43][CH2:44][CH3:45])[CH3:34].C(=O)(O)[O-].[Na+]>ClCCCl.FC(F)(F)C([O-])=O.[Ag+].ClCCl>[C:13]([O:12][C@@H:11]1[C@@H:16]([O:17][C:18](=[O:20])[CH3:19])[C@H:21]([O:22][C:23](=[O:25])[CH3:24])[C@@H:26]([CH2:28][O:29][C:30](=[O:32])[CH3:31])[O:27][C@H:10]1[C:41]1[CH:40]=[C:39]([CH3:42])[CH:38]=[C:37]([O:43][CH2:44][CH3:45])[C:36]=1[O:35][CH2:33][CH3:34])(=[O:15])[CH3:14] |f:3.4,6.7|. Procedure details: A 1.0 M dichloromethane solution of tin tetrachloride (16.5 ml) was added to a suspension of 1,2,3,4,6-penta-O-acetyl-β-D-glucopyranose (6.41 g), 1,2-diethoxy-4-methylbenzene (2.47 g), and silver trifluoroacetate (3.63 g) in 1,2-dichloroethane (70 ml) at 0° C. and the mixture was stirred at the same temperature for one hour. After heating to room temperature and stirring for 15 hours, saturated aqueous solution of sodium bicarbonate was added to the mixture. The reaction mixture was filtered thr... Reactants: CO, O=C(O)C(CC1CCCC1)c1ccc(SC(F)(F)F)cc1, O=S(=O)(O)O. Yields the product COC(=O)C(CC1CCCC1)c1ccc(SC(F)(F)F)cc1. As a reaction SMILES: [CH3:27][OH:28].[CH:1]1([CH2:6][CH:7]([C:8](=[O:9])[OH:10])[c:11]2[cH:12][cH:13][c:14]([S:17][C:18]([F:19])([F:20])[F:21])[cH:15][cH:16]2)[CH2:2][CH2:3][CH2:4][CH2:5]1.[S:22](=[O:23])(=[O:24])([OH:25])[OH:26]>>[CH:1]1([CH2:6][CH:7]([C:8]([O:9][CH3:27])=[O:10])[c:11]2[cH:12][cH:13][c:14]([S:17][C:18]([F:19])([F:20])[F:21])[cH:15][cH:16]2)[CH2:2][CH2:3][CH2:4][CH2:5]1. Reactants: C(C)(=O)C1=C(C=C2C(C(=CN(C2=C1F)CC)C(=O)O)=O)F (7-acetyl-1-ethyl-6,8-difluoro-1,4-dihydro-4-oxo-3-quinolinecarboxylic acid), Br(=O)(=O)[O-].[K+] (potassium bromate), Br (hydrobromic acid). Run in C(C)(=O)O (acetic acid). Conditions: temperature 50 celsius, time 24 hour. The product is BrCC(=O)C1=C(C=C2C(C(=CN(C2=C1F)CC)C(=O)O)=O)F (7-bromoacetyl-1-ethyl-6,8-difluoro-1,4-dihydro-4-oxo-3-quinolinecarboxylic acid). Isolated yield 322.4%. Reaction SMILES: [C:1]([C:4]1[C:13]([F:14])=[C:12]2[C:7]([C:8](=[O:20])[C:9]([C:17]([OH:19])=[O:18])=[CH:10][N:11]2[CH2:15][CH3:16])=[CH:6][C:5]=1[F:21])(=[O:3])[CH3:2].[Br:22]([O-])(=O)=O.[K+].Br>C(O)(=O)C>[Br:22][CH2:2][C:1]([C:4]1[C:13]([F:14])=[C:12]2[C:7]([C:8](=[O:20])[C:9]([C:17]([OH:19])=[O:18])=[CH:10][N:11]2[CH2:15][CH3:16])=[CH:6][C:5]=1[F:21])=[O:3] |f:1.2|. Procedure: To 1.12 g (3.80 mmol) of the 7-acetyl-1-ethyl-6,8-difluoro-1,4-dihydro-4-oxo-3-quinolinecarboxylic acid in 30 ml of acetic acid was added 0.18 g of potassium bromate and 1.48 ml of 48% hydrobromic acid. The mixture was stirred at 50° C. for 24 hours. The mixture was concentrated to one-half volume and 20 ml of water was added. The solids were filtered to give 1.3 g of the 7-bromoacetyl-1-ethyl-6,8-difluoro-1,4-dihydro-4-oxo-3-quinolinecarboxylic acid, mp 213°-215° C. Starting materials: CC[Zn]CC, ClCCl, C=CCC(F)(F)C(=O)OCC, ICI, O=C(O)C(F)(F)F. Product: CCOC(=O)C(F)(F)CC1CC1. Reaction SMILES: [CH2:1]([Zn:2][CH2:3][CH3:4])[CH3:5].[CH2:27]([Cl:28])[Cl:29].[F:16][C:17]([C:18](=[O:19])[O:20][CH2:21][CH3:22])([CH2:23][CH:24]=[CH2:25])[F:26].[I:13][CH2:14][I:15].[OH:6][C:7]([C:8]([F:9])([F:10])[F:11])=[O:12]>>[CH2:1]1[CH:24]([CH2:23][C:17]([F:16])([C:18](=[O:19])[O:20][CH2:21][CH3:22])[F:26])[CH2:25]1. The reactants are O=C([O-])[O-], CN(C)C=O, Fc1ccc2c(CCCCl)noc2c1, [I-], [K+], [K+], [K+], O=C1NCN(c2ccccc2)C12CCNCC2. Yields the product Cl, O=C1NCN(c2ccccc2)C12CCN(CCCc1noc3cc(F)ccc13)CC2. As a reaction SMILES: [C:32](=[O:33])([O-:34])[O-:35].[CH3:40][N:41]([CH3:42])[CH:43]=[O:44].[Cl:18][CH2:19][CH2:20][CH2:21][c:22]1[n:23][o:24][c:25]2[c:26]1[cH:27][cH:28][c:29]([F:31])[cH:30]2.[I-:39].[K+:36].[K+:37].[K+:38].[c:1]1([N:7]2[CH2:8][NH:9][C:10](=[O:17])[C:11]23[CH2:12][CH2:13][NH:14][CH2:15][CH2:16]3)[cH:2][cH:3][cH:4][cH:5][cH:6]1>>[ClH:18].[c:1]1([N:7]2[CH2:8][NH:9][C:10](=[O:17])[C:11]23[CH2:12][CH2:13][N:14]([CH2:19][CH2:20][CH2:21][c:22]2[n:23][o:24][c:25]4[c:26]2[cH:27][cH:28][c:29]([F:31])[cH:30]4)[CH2:15][CH2:16]3)[cH:2][cH:3][cH:4][cH:5][cH:6]1. Reactants: CC(OCC)=O (EA), BrC=1C2=C(C(N(C1)C)=O)CCC2 (4-bromo-2-methyl-6,7-dihydro-5H-cyclopenta[c]pyridin-1-one), C1(CC1)COC1=C(C=C(C=C1)S(=O)(=O)C)B1OC(C(O1)(C)C)(C)C (2-[2-(cyclopropylmethoxy)-5-methylsulfonylphenyl]-4,4,5,5-tetramethyl-1,3,2-dioxaborolane), C(=O)([O-])[O-].[K+].[K+] (K2CO3). The reagents and catalysts are C1=CC=C(C=C1)P([C-]2C=CC=C2)C3=CC=CC=C3.C1=CC=C(C=C1)P([C-]2C=CC=C2)C3=CC=CC=C3.Cl[Pd]Cl.[Fe+2] (Pd(dppf)Cl2). Solvent: C(Cl)Cl.CO (DCM MeOH), O1CCOCC1 (dioxane), O (water). Reaction conditions: temperature 85 celsius. Product: C1(CC1)COC1=C(C=C(C=C1)S(=O)(=O)C)C=1C2=C(C(N(C1)C)=O)CCC2 (4-[2-(cyclopropylmethoxy)-5-methylsulfonylphenyl]-2-methyl-6,7-dihydro-5H-cyclopenta[c]pyridin-1-one). Isolated yield 48.4%. Reaction SMILES: Br[C:2]1[C:3]2[CH2:12][CH2:11][CH2:10][C:4]=2[C:5](=[O:9])[N:6]([CH3:8])[CH:7]=1.[CH:13]1([CH2:16][O:17][C:18]2[CH:23]=[CH:22][C:21]([S:24]([CH3:27])(=[O:26])=[O:25])=[CH:20][C:19]=2B2OC(C)(C)C(C)(C)O2)[CH2:15][CH2:14]1.C([O-])([O-])=O.[K+].[K+].CC(=O)OCC>O1CCOCC1.O.C1C=CC(P(C2C=CC=CC=2)[C-]2C=CC=C2)=CC=1.C1C=CC(P(C2C=CC=CC=2)[C-]2C=CC=C2)=CC=1.Cl[Pd]Cl.[Fe+2].C(Cl)Cl.CO>[CH:13]1([CH2:16][O:17][C:18]2[CH:23]=[CH:22][C:21]([S:24]([CH3:27])(=[O:26])=[O:25])=[CH:20][C:19]=2[C:2]2[C:3]3[CH2:12][CH2:11][CH2:10][C:4]=3[C:5](=[O:9])[N:6]([CH3:8])[CH:7]=2)[CH2:14][CH2:15]1 |f:2.3.4,8.9.10.11,12.13|. Procedure: To a solution of the title compound of step 7 (60 mg, 0.26 mmol), the title compound of Example 90, step 1 (111.2 mg, 0.32 mmol) and K2CO3 (107 mg, 0.78 mmol) in dioxane (4 mL) and water (1 mL) was added Pd(dppf)Cl2 (6 mg) under N2. The mixture was heated at 85° C. overnight. EA extractive work up followed by prep-TLC (DCM/MeOH=25:1) gave the title compound (47 mg, 48%) as a yellow solid. 1H NMR (DMSO-d6, 300 MHz): δ 7.83 (dd, J=8.7, 2.7 Hz, 1H), 7.66 (d, J=2.9 Hz, 1H), 7.58 (s, 1H), 7.25 (d, J=...